From a dataset of the Open Reaction Database (ORD), a public repository of structured organic reaction records. describe an organic reaction: reactants, conditions, products, and yield Starting materials: ClC=1C=C(OCC(=O)O)C=CC1Cl (3,4-dichlorophenoxyacetic acid), CN[C@H]1[C@@H](CCCC1)N1CCOCC1 ((±)-trans-N-methyl-N-[2-(4-morpholinyl)cyclohexyl]amine). Product: Cl.CN(C(COC1=CC(=C(C=C1)Cl)Cl)=O)[C@H]1[C@@H](CCCC1)N1CCOCC1 ((±)-trans-N-methyl-N-[2-(4-morpholinyl)cyclohexyl](3,4-dichlorophenoxy)acetamide monohydrochloride). As a reaction SMILES: [Cl:1][C:2]1[CH:3]=[C:4]([CH:10]=[CH:11][C:12]=1[Cl:13])[O:5][CH2:6][C:7]([OH:9])=O.[CH3:14][NH:15][C@@H:16]1[CH2:21][CH2:20][CH2:19][CH2:18][C@H:17]1[N:22]1[CH2:27][CH2:26][O:25][CH2:24][CH2:23]1>>[ClH:1].[CH3:14][N:15]([C@@H:16]1[CH2:21][CH2:20][CH2:19][CH2:18][C@H:17]1[N:22]1[CH2:27][CH2:26][O:25][CH2:24][CH2:23]1)[C:7](=[O:9])[CH2:6][O:5][C:4]1[CH:10]=[CH:11][C:12]([Cl:13])=[C:2]([Cl:1])[CH:3]=1 |f:2.3|. Procedure details: The title compound was prepared according to the method described in Example 2, using 3,4-dichlorophenoxyacetic acid (2.51 g, 11 mmol), and (±)-trans-N-methyl-N-[2-(4-morpholinyl)cyclohexyl]amine prepared in Example 12 (2 g, 10 mmol). The crude product, which precipitated without the addition of any diethyl ether, was recrystallised from hot methanol. Yield 3.42 g (78%). Proton and carbon-13 NMR data in accord. The reactants are BrCCc1ccccc1, O=C([O-])[O-], CN(C)C=O, CCOC(C)=O, [K+], [K+], O=[N+]([O-])c1cn[nH]c1. The product is O=[N+]([O-])c1cnn(CCc2ccccc2)c1. Reaction SMILES: [Br:15][CH2:16][CH2:17][c:18]1[cH:19][cH:20][cH:21][cH:22][cH:23]1.[C:9](=[O:10])([O-:11])[O-:12].[CH3:24][N:25]([CH3:26])[CH:27]=[O:28].[CH3:29][CH2:30][O:31][C:32]([CH3:33])=[O:34].[K+:13].[K+:14].[N+:1](=[O:2])([O-:3])[c:4]1[cH:5][n:6][nH:7][cH:8]1>>[N+:1](=[O:2])([O-:3])[c:4]1[cH:5][n:6][n:7]([CH2:16][CH2:17][c:18]2[cH:19][cH:20][cH:21][cH:22][cH:23]2)[cH:8]1. Reactants: [H-].[Al+3].[Li+].[H-].[H-].[H-] (lithium aluminium hydride), [Si](C1=CC=CC=C1)(C1=CC=CC=C1)(C(C)(C)C)OC1CN(C1)C=1OC=C(N1)C(=O)OC (3-t-butyldiphenylsilyloxy-1-(4-methoxycarbonyl-1,3-oxazol-2-yl)azetidine), C(C)(=O)OCC (Ethyl acetate), O.O.O.O.O.O.O.O.O.O.S(=O)(=O)([O-])[O-].[Mg+2] (magnesium sulfate decahydrate). The solvent is O1CCCC1 (tetrahydrofuran), O1CCCC1 (tetrahydrofuran). Run at time 5 minute. The product is [Si](C1=CC=CC=C1)(C1=CC=CC=C1)(C(C)(C)C)OC1CN(C1)C=1OC=C(N1)CO (3-t-butyldiphenylsilyloxy-1-(4-hydroxymethyl-1,3-oxazol-2-yl)azetidine). The yield is 84.0%. As a reaction SMILES: [Si:1]([O:18][CH:19]1[CH2:22][N:21]([C:23]2[O:24][CH:25]=[C:26]([C:28](OC)=[O:29])[N:27]=2)[CH2:20]1)([C:14]([CH3:17])([CH3:16])[CH3:15])([C:8]1[CH:13]=[CH:12][CH:11]=[CH:10][CH:9]=1)[C:2]1[CH:7]=[CH:6][CH:5]=[CH:4][CH:3]=1.[H-].[Al+3].[Li+].[H-].[H-].[H-].O.O.O.O.O.O.O.O.O.O.S([O-])([O-])(=O)=O.[Mg+2].C(OCC)(=O)C>O1CCCC1>[Si:1]([O:18][CH:19]1[CH2:22][N:21]([C:23]2[O:24][CH:25]=[C:26]([CH2:28][OH:29])[N:27]=2)[CH2:20]1)([C:14]([CH3:17])([CH3:16])[CH3:15])([C:2]1[CH:3]=[CH:4][CH:5]=[CH:6][CH:7]=1)[C:8]1[CH:13]=[CH:12][CH:11]=[CH:10][CH:9]=1 |f:1.2.3.4.5.6,7.8.9.10.11.12.13.14.15.16.17.18|. Reported procedure: To a solution of 3-t-butyldiphenylsilyloxy-1-(4-methoxycarbonyl-1,3-oxazol-2-yl)azetidine (4.95 g, 11.3 mmol) (obtained as described in Reference Example 70(8)) in anhydrous tetrahydrofuran (100 ml) was added dropwise a suspension of lithium aluminium hydride (1.29 g, 33.9 mmol) in anhydrous tetrahydrofuran (250 ml) in an ice bath under an atmosphere of nitrogen and the mixture was stirred in an ice bath for 5 minutes. After checking the completion of the reaction, magnesium sulfate decahydrate ... Starting materials: CCOC(=O)CC#N, C1CCOC1, CC(C)(C)[O-], Cl, COc1ccc([N+](=O)[O-])c(F)c1, [K+], O. Yields the product CCOC(=O)C(C#N)c1cc(OC)ccc1[N+](=O)[O-]. Reaction SMILES: [C:1](#[N:2])[CH2:3][C:4](=[O:5])[O:6][CH2:7][CH3:8].[CH2:28]1[O:29][CH2:30][CH2:31][CH2:32]1.[CH3:9][C:10]([CH3:11])([O-:12])[CH3:13].[ClH:27].[F:15][c:16]1[cH:17][c:18]([O:25][CH3:26])[cH:19][cH:20][c:21]1[N+:22](=[O:23])[O-:24].[K+:14].[OH2:33]>>[C:1](#[N:2])[CH:3]([C:4](=[O:5])[O:6][CH2:7][CH3:8])[c:16]1[cH:17][c:18]([O:25][CH3:26])[cH:19][cH:20][c:21]1[N+:22](=[O:23])[O-:24]. Starting materials: OCCCC1=CC=C2C=C(C(OC2=C1)=O)C1=CC=C(C=C1)OC (7-(3-hydroxypropyl)-3-(4-methoxyphenyl)chromen-2-one), B(Br)(Br)Br (boron tribromide). Solvent: ClCCl (dichloromethane), ClCCl (dichloromethane). Conditions: time 8 hour. Yields the product OC1=CC=C(C=C1)C=1C(OC2=CC(=CC=C2C1)CCCO)=O (3-(4-hydroxyphenyl)-7-(3-hydroxypropyl)chromen-2-one). RXN SMILES: [OH:1][CH2:2][CH2:3][CH2:4][C:5]1[CH:14]=[C:13]2[C:8]([CH:9]=[C:10]([C:16]3[CH:21]=[CH:20][C:19]([O:22]C)=[CH:18][CH:17]=3)[C:11](=[O:15])[O:12]2)=[CH:7][CH:6]=1.B(Br)(Br)Br>ClCCl>[OH:22][C:19]1[CH:18]=[CH:17][C:16]([C:10]2[C:11](=[O:15])[O:12][C:13]3[C:8]([CH:9]=2)=[CH:7][CH:6]=[C:5]([CH2:4][CH2:3][CH2:2][OH:1])[CH:14]=3)=[CH:21][CH:20]=1. Procedure: 1.00 g (3.22 mmol) of 7-(3-hydroxypropyl)-3-(4-methoxyphenyl)chromen-2-one (see Ex. 3.1) is initially introduced in 30 ml of dichloromethane, and a solution of 0.4 ml (4.2 mmol) of boron tribromide in 10 ml of dichloromethane is added with ice-cooling. The cooling is removed, and the batch is stirred overnight at room temp. The solution is added to ice-water, acidified using 2 N hydrochloric acid and extracted three times with ethyl acetate. The combined org. phases are washed with water and dri... The reactants are FC1=CC=C(OC2=CC=C(C=C2)SC2(CCOCC2)CC(=O)NO)C=C1 (2-{4-[4-(4-Fluorophenoxy)phenylthio]-tetrahydropyran-4-yl}-N-hydroxyacetamide), OOS(=O)[O-].[K+] (OXONE). Yields the product FC1=CC=C(OC2=CC=C(C=C2)S(=O)C2(CCOCC2)CC(=O)NO)C=C1 (2-{4-[4-(4-fluorophenoxy)phenylsulfinyl]-tetrahydropyran-4-yl}-N-hydroxyacetamide). The solvent is CO (methanol), O (water). The yield is 77.1%. Procedure details: 2-{4-[4-(4-Fluorophenoxy)phenylthio]-tetrahydropyran-4-yl}-N-hydroxyacetamide (500 mg) was dissolved in methanol (25 ml). OXONE (400 mg) in water (5 ml) was added. After stirring for 30 minutes, the mixture was partitioned between methylene chloride and water. Preparative TLC on silica gel and elution with 10% methanol/methylene chloride gave 2-{4-[4-(4-fluorophenoxy)phenylsulfinyl]-tetrahydropyran-4-yl}-N-hydroxyacetamide (402 mg, m.p. 120° C.). Run at time 30 minute. Reaction SMILES: [F:1][C:2]1[CH:26]=[CH:25][C:5]([O:6][C:7]2[CH:12]=[CH:11][C:10]([S:13][C:14]3([CH2:20][C:21]([NH:23][OH:24])=[O:22])[CH2:19][CH2:18][O:17][CH2:16][CH2:15]3)=[CH:9][CH:8]=2)=[CH:4][CH:3]=1.[OH:27]OS([O-])=O.[K+]>CO.O>[F:1][C:2]1[CH:3]=[CH:4][C:5]([O:6][C:7]2[CH:8]=[CH:9][C:10]([S:13]([C:14]3([CH2:20][C:21]([NH:23][OH:24])=[O:22])[CH2:19][CH2:18][O:17][CH2:16][CH2:15]3)=[O:27])=[CH:11][CH:12]=2)=[CH:25][CH:26]=1 |f:1.2|. Reactants: CCOC(=O)c1cc(Br)c(C(C)C)cc1OCC, CN1CCCC1=O, N#C[Cu]. The product is CCOC(=O)c1cc(C#N)c(C(C)C)cc1OCC. RXN SMILES: [CH2:1]([CH3:2])[O:3][c:4]1[c:5]([C:6](=[O:7])[O:8][CH2:9][CH3:10])[cH:11][c:12]([Br:18])[c:13]([CH:15]([CH3:16])[CH3:17])[cH:14]1.[CH3:22][N:23]1[CH2:24][CH2:25][CH2:26][C:27]1=[O:28].[Cu:19][C:20]#[N:21]>>[CH2:1]([CH3:2])[O:3][c:4]1[c:5]([C:6](=[O:7])[O:8][CH2:9][CH3:10])[cH:11][c:12]([C:20]#[N:21])[c:13]([CH:15]([CH3:16])[CH3:17])[cH:14]1. The reactants are ClC=1C(=C(C=CC1C#N)N[C@@H](C(=O)NCC(C1=CC=CC=C1)=O)[C@H](C)O)C ((2R,3S)-2-(3-chloro-4-cyano-2-methylphenylamino)-3-hydroxy-N-(2-oxo-2-phenylethyl)butanamide), CN(C)C=O (DMF), N1C=NC=C1 (Imidazole), C(C)(C)(C)[Si](C)(C)Cl (tert-butylchlorodimethylsilane). Solvent: CCOC(=O)C (EtOAc), O (Water). Reaction conditions: temperature 0 celsius. The product is [Si](C)(C)(C(C)(C)C)O[C@H]([C@H](C(=O)NCC(C1=CC=CC=C1)=O)NC1=C(C(=C(C=C1)C#N)Cl)C)C ((2R,3S)-3-(tert-Butyldimethylsilyloxy)-2-(3-chloro-4-cyano-2-methylphenylamino)-N-(2-oxo-2-phenylethyl)butanamide). The yield is 80.4%. Reaction SMILES: [Cl:1][C:2]1[C:3]([CH3:27])=[C:4]([NH:10][C@H:11]([C@@H:24]([OH:26])[CH3:25])[C:12]([NH:14][CH2:15][C:16](=[O:23])[C:17]2[CH:22]=[CH:21][CH:20]=[CH:19][CH:18]=2)=[O:13])[CH:5]=[CH:6][C:7]=1[C:8]#[N:9].CN(C=O)C.N1C=CN=C1.[C:38]([Si:42](Cl)([CH3:44])[CH3:43])([CH3:41])([CH3:40])[CH3:39]>CCOC(C)=O.O>[Si:42]([O:26][C@@H:24]([CH3:25])[C@@H:11]([NH:10][C:4]1[CH:5]=[CH:6][C:7]([C:8]#[N:9])=[C:2]([Cl:1])[C:3]=1[CH3:27])[C:12]([NH:14][CH2:15][C:16](=[O:23])[C:17]1[CH:22]=[CH:21][CH:20]=[CH:19][CH:18]=1)=[O:13])([C:38]([CH3:41])([CH3:40])[CH3:39])([CH3:44])[CH3:43]. Procedure: A 500 mL round bottomed flask was charged with (2R,3S)-2-(3-chloro-4-cyano-2-methylphenylamino)-3-hydroxy-N-(2-oxo-2-phenylethyl)butanamide (7.87 g, 20.4 mmol) and DMF (200 mL) then cooled to 0° C. Imidazole (6.94 g, 102 mmol) and tert-butylchlorodimethylsilane (9.22 g, 61.2 mmol) were added and the mixture was stirred and warmed to room temperature overnight. Water (200 mL) was added to the mixture followed by EtOAc (200 mL) and the phases partitioned. The organic phase was washed with water (2...